describe an organic reaction: reactants, conditions, products, and yield From a dataset of the Open Reaction Database (ORD), a public repository of structured organic reaction records. The reactants are CCOC(C)=O, CS(=O)(=O)OCc1cn(-c2cc(F)c(N3CCSCC3)c(F)c2)nn1, [N-]=[N+]=[N-], [Na+], CN(C)C=O. Yields the product [N-]=[N+]=NCc1cn(-c2cc(F)c(N3CCSCC3)c(F)c2)nn1. As a reaction SMILES: [CH3:35][CH2:36][O:37][C:38](=[O:39])[CH3:40].[F:5][c:6]1[cH:7][c:8](-[n:19]2[n:20][n:21][c:22]([CH2:24][O:25][S:26]([CH3:27])(=[O:28])=[O:29])[cH:23]2)[cH:9][c:10]([F:18])[c:11]1[N:12]1[CH2:13][CH2:14][S:15][CH2:16][CH2:17]1.[N-:2]=[N+:3]=[N-:4].[Na+:1].[O:30]=[CH:31][N:32]([CH3:33])[CH3:34]>>[N:2](=[N+:3]=[N-:4])[CH2:24][c:22]1[n:21][n:20][n:19](-[c:8]2[cH:7][c:6]([F:5])[c:11]([N:12]3[CH2:13][CH2:14][S:15][CH2:16][CH2:17]3)[c:10]([F:18])[cH:9]2)[cH:23]1.